This data is from the Open Reaction Database (ORD), a public repository of structured organic reaction records. The task is: describe an organic reaction: reactants, conditions, products, and yield Conditions: time 8 hour. Isolated yield 64.0%. Yields the product FC=1C=CC(=C(C1)N(C(C)=O)CC1=C(C=CC(=C1)OC)OCCBr)OC1=CC=CC=C1 (N-(5-Fluoro-2-phenoxy-phenyl)-N[2-(2-bromo-ethoxy)-5-methoxy-benzyl]-acetamide). Run in CCOCC (ether). Reaction SMILES: [C:1]([Br:5])(Br)(Br)Br.C1C=CC(P(C2C=CC=CC=2)C2C=CC=CC=2)=CC=1.[F:25][C:26]1[CH:27]=[CH:28][C:29]([O:49][C:50]2[CH:55]=[CH:54][CH:53]=[CH:52][CH:51]=2)=[C:30]([N:32]([CH2:36][C:37]2[CH:42]=[C:41]([O:43][CH3:44])[CH:40]=[CH:39][C:38]=2[O:45][CH2:46]CO)[C:33](=[O:35])[CH3:34])[CH:31]=1>CCOCC>[F:25][C:26]1[CH:27]=[CH:28][C:29]([O:49][C:50]2[CH:55]=[CH:54][CH:53]=[CH:52][CH:51]=2)=[C:30]([N:32]([CH2:36][C:37]2[CH:42]=[C:41]([O:43][CH3:44])[CH:40]=[CH:39][C:38]=2[O:45][CH2:46][CH2:1][Br:5])[C:33](=[O:35])[CH3:34])[CH:31]=1. Procedure: To a stirred solution of 1.69 g (5.1 mmol) CBr4 and 2.89 g (11 mmol) PPh3 in dry dichloromethane (35 mL) 2.04 g (4.8 mmol) (1e) was added at 0° C. The reaction mixture was allowed to warm to room temperature and stirred overnight, then diluted with ether and filtered through sintered funnel. The filtrate was concentrated and the residue was purified by silica column chromatography (gradient hexane-ethyl acetate 6:1→2:1). The desired product 6a was obtained in 64% yield (1.37 g, 3.07 mmol). Reactants: C(Br)(Br)(Br)Br (CBr4), C1=CC=C(C=C1)P(C2=CC=CC=C2)C3=CC=CC=C3 (PPh3), FC=1C=CC(=C(C1)N(C(C)=O)CC1=C(C=CC(=C1)OC)OCCO)OC1=CC=CC=C1 (N-(5-Fluoro-2-phenoxy-phenyl)-N-[2-(2-hydroxy-ethoxy)-5-methoxy-benzyl]-acetamide). Starting materials: Cl.NCC=1SC(=C(N1)C1=CC=C(C=C1)OC)C1=CC=C(C=C1)OC (2-Aminomethyl-4,5-bis(4-methoxyphenyl)thiazole hydrochloride), C(O)([O-])=O.[Na+] (sodium hydrogencarbonate), Cl.CN(CCCN=C=NCC)C (1-(3-dimethylaminopropyl)-3-ethylcarbodiimide hydrochloride), C(C)(C)(C)OC(=O)N1CSCC1C(=O)O (3-(tert-butyloxycarbonyl)-4-thiazolidinylcarboxylic acid). Solvent: ClCCl (dichloromethane), CN(C=O)C (dimethylformamide), O (water). Run at time 2 hour. The product is Cl.S1CNC(C1)C(=O)NCC=1SC=CN1 (2-(4-thiazolidinylcarbonylaminomethyl)thiazole hydrochloride). The yield is 51.3%. As a reaction SMILES: [ClH:1].[NH2:2][CH2:3][C:4]1[S:5][C:6](C2C=CC(OC)=CC=2)=[C:7](C2C=CC(OC)=CC=2)[N:8]=1.C(=O)([O-])O.[Na+].Cl.CN(C)CCCN=C=NCC.C(OC([N:49]1[CH:53]([C:54](O)=[O:55])[CH2:52][S:51][CH2:50]1)=O)(C)(C)C>CN(C)C=O.O.ClCCl>[ClH:1].[S:51]1[CH2:52][CH:53]([C:54]([NH:2][CH2:3][C:4]2[S:5][CH:6]=[CH:7][N:8]=2)=[O:55])[NH:49][CH2:50]1 |f:0.1,2.3,4.5,10.11|. Reported procedure: 2-Aminomethyl-4,5-bis(4-methoxyphenyl)thiazole hydrochloride (1.20 g) was added to a mixture of dichloromethane and saturated aqueous sodium hydrogencarbonate, and was extracted with dichloromethane. The separated organic layer was washed with water, and brine, and dried over magnesium sulfate. After filtration, the filtrate was evaporated in vacuo, and resulting residue was dissolved in dimethylformamide (25 ml). To the reaction mixture was added 1-(3-dimethylaminopropyl)-3-ethylcarbodiimide hy...